From a dataset of the Open Reaction Database (ORD), a public repository of structured organic reaction records. describe an organic reaction: reactants, conditions, products, and yield The reactants are CO, O=[N+]([O-])c1ccc2c(c1)CCC(N1CCOCC1)CC2. The product is Nc1ccc2c(c1)CCC(N1CCOCC1)CC2. RXN SMILES: [CH3:21][OH:22].[N+:1]([O-:2])(=[O:3])[c:4]1[cH:5][cH:6][c:7]2[c:8]([cH:20]1)[CH2:9][CH2:10][CH:11]([N:14]1[CH2:15][CH2:16][O:17][CH2:18][CH2:19]1)[CH2:12][CH2:13]2>>[NH2:1][c:4]1[cH:5][cH:6][c:7]2[c:8]([cH:20]1)[CH2:9][CH2:10][CH:11]([N:14]1[CH2:15][CH2:16][O:17][CH2:18][CH2:19]1)[CH2:12][CH2:13]2.